Dataset: the Open Reaction Database (ORD), a public repository of structured organic reaction records. Task: describe an organic reaction: reactants, conditions, products, and yield Reactants: CCOC(C)=O, COc1ccc(-c2cc3cc(F)c(F)cc3[nH]2)cc1N=C=S, NCCO. Yields the product COc1ccc(-c2cc3cc(F)c(F)cc3[nH]2)cc1NC(=S)NCCO. Reaction SMILES: [CH3:27][CH2:28][O:29][C:30](=[O:31])[CH3:32].[F:1][c:2]1[cH:3][c:4]2[cH:5][c:6](-[c:12]3[cH:13][cH:14][c:15]([O:21][CH3:22])[c:16]([N:18]=[C:19]=[S:20])[cH:17]3)[nH:7][c:8]2[cH:9][c:10]1[F:11].[NH2:23][CH2:24][CH2:25][OH:26]>>[F:1][c:2]1[cH:3][c:4]2[cH:5][c:6](-[c:12]3[cH:13][cH:14][c:15]([O:21][CH3:22])[c:16]([NH:18][C:19](=[S:20])[NH:23][CH2:24][CH2:25][OH:26])[cH:17]3)[nH:7][c:8]2[cH:9][c:10]1[F:11]. The reactants are anhydride, CN1CCOCC1 (N-methyl morpholine), C(C(C)C)OC(=O)Cl (isobutylchloroformate), C(=O)(OC(C)(C)C)N[C@@H](CC1=CC=C(C=C1)O)C(=O)O (Boc-L-tyrosine), CN1CCOCC1 (N-methylmorpholine), Cl.N[C@H](CCCC)C(=O)OC (methyl D-norleucinate hydrochloride). Run in CN(C=O)C (dimethylformamide). Conditions: temperature -20 celsius, time 3 hour. Product: C(=O)(OC(C)(C)C)N[C@@H](CC1=CC=C(C=C1)O)C(=O)N[C@H](CCCC)C(=O)OC (methyl Boc-L-tyrosyl-D-norleucinate). Reaction SMILES: [C:1]([NH:8][C@H:9]([C:18]([OH:20])=O)[CH2:10][C:11]1[CH:16]=[CH:15][C:14]([OH:17])=[CH:13][CH:12]=1)([O:3][C:4]([CH3:7])([CH3:6])[CH3:5])=[O:2].CN1CCOCC1.C(OC(Cl)=O)C(C)C.Cl.[NH2:37][C@@H:38]([C:43]([O:45][CH3:46])=[O:44])[CH2:39][CH2:40][CH2:41][CH3:42]>CN(C)C=O>[C:1]([NH:8][C@H:9]([C:18]([NH:37][C@@H:38]([C:43]([O:45][CH3:46])=[O:44])[CH2:39][CH2:40][CH2:41][CH3:42])=[O:20])[CH2:10][C:11]1[CH:12]=[CH:13][C:14]([OH:17])=[CH:15][CH:16]=1)([O:3][C:4]([CH3:5])([CH3:6])[CH3:7])=[O:2] |f:3.4|. Reported procedure: To a solution of 13.7 g of thionyl chloride in 100 ml of methanol at -20° C. is added 5 g of D-norleucine (Nle) with stirring. The reaction mixture is allowed to stand for 16 hours at room temperature. The methanol is removed under reduced pressure and the residue is shaken with diethyl ether to give a crystalline product, methyl D-norleucinate hydrochloride which is represented by the folowing formula ##STR53## A solution of 12.4 g of Boc-L-tyrosine in 100 ml of dimethylformamide is cooled to -... Starting materials: C1CCOC1, CN(C)CCO, CC(C)(C)[O-], Clc1cnccn1, [K+]. The product is CN(C)CCOc1cnccn1. As a reaction SMILES: [CH2:20]1[O:21][CH2:22][CH2:23][CH2:24]1.[CH3:1][N:2]([CH2:3][CH2:4][OH:5])[CH3:6].[CH3:7][C:8]([CH3:9])([O-:10])[CH3:11].[Cl:13][c:14]1[n:15][cH:16][cH:17][n:18][cH:19]1.[K+:12]>>[CH3:1][N:2]([CH2:3][CH2:4][O:5][c:14]1[n:15][cH:16][cH:17][n:18][cH:19]1)[CH3:6]. Reactants: N#CCC(=O)O, O=C(c1ccccc1)c1ccc(OCC(O)COc2ccc(C(=O)c3ccccc3)c(O)c2)cc1O, ClCCCl, O=S(=O)(O)C(F)(F)F. Product: N#CCC(=O)OC(COc1ccc(C(=O)c2ccccc2)c(O)c1)COc1ccc(C(=O)c2ccccc2)c(O)c1. As a reaction SMILES: [C:45](#[N:46])[CH2:47][C:48](=[O:49])[OH:50].[C:9]([c:10]1[cH:11][cH:12][cH:13][cH:14][cH:15]1)(=[O:16])[c:17]1[c:18]([OH:44])[cH:19][c:20]([O:21][CH2:22][CH:23]([CH2:24][O:25][c:26]2[cH:27][c:28]([OH:40])[c:29]([C:32]([c:33]3[cH:34][cH:35][cH:36][cH:37][cH:38]3)=[O:39])[cH:30][cH:31]2)[OH:41])[cH:42][cH:43]1.[Cl:51][CH2:52][CH2:53][Cl:54].[OH:1][S:2]([C:3]([F:4])([F:5])[F:6])(=[O:7])=[O:8]>>[C:9]([c:10]1[cH:11][cH:12][cH:13][cH:14][cH:15]1)(=[O:16])[c:17]1[c:18]([OH:44])[cH:19][c:20]([O:21][CH2:22][CH:23]([CH2:24][O:25][c:26]2[cH:27][c:28]([OH:40])[c:29]([C:32]([c:33]3[cH:34][cH:35][cH:36][cH:37][cH:38]3)=[O:39])[cH:30][cH:31]2)[O:41][C:48]([CH2:47][C:45]#[N:46])=[O:49])[cH:42][cH:43]1. Starting materials: C1(=CC=CC=C1)O (Phenol), C([O-])([O-])=O.[Cs+].[Cs+] (cesium carbonate), CC(C)(C(CC(C(C)(C)C)=O)=O)C (2,2,6,6-tetramethylheptane-3,5-dione), C(C1=CC=CC=C1)OC1=C(C(=O)NC2=C(C(=O)OC(C)(C)C)C=CC(=C2)C2=CC=CC=C2)C=C(C=C1)I (tert-butyl 2-(2-(benzyloxy)-5-iodobenzamido)-4-phenylbenzoate), CC(C)(C(CC(C(C)(C)C)=O)=O)C (2,2,6,6-tetramethylheptane-3,5-dione), aqueous solution, C(CC(O)(C(=O)O)CC(=O)O)(=O)O (citric acid). Reagents/catalysts: [Cu]Cl (copper(I) chloride), [Cu]Cl (copper(I) chloride). The solvent is CN1C(CCC1)=O (1-methyl-2-pyrrolidone), C(C)(=O)OCC (ethyl acetate). Conditions: temperature 100 celsius, time 2 hour. Product: C(C1=CC=CC=C1)OC1=C(C(=O)NC2=C(C(=O)OC(C)(C)C)C=CC(=C2)C2=CC=CC=C2)C=C(C=C1)OC1=CC=CC=C1 (tert-butyl 2-(2-(benzyloxy)-5-phenoxybenzamido)-4-phenylbenzoate). RXN SMILES: [C:1]1([OH:7])[CH:6]=[CH:5][CH:4]=[CH:3][CH:2]=1.C(=O)([O-])[O-].[Cs+].[Cs+].CC(C)(C(=O)CC(=O)C(C)(C)C)C.[CH2:27]([O:34][C:35]1[CH:62]=[CH:61][C:60](I)=[CH:59][C:36]=1[C:37]([NH:39][C:40]1[CH:52]=[C:51]([C:53]2[CH:58]=[CH:57][CH:56]=[CH:55][CH:54]=2)[CH:50]=[CH:49][C:41]=1[C:42]([O:44][C:45]([CH3:48])([CH3:47])[CH3:46])=[O:43])=[O:38])[C:28]1[CH:33]=[CH:32][CH:31]=[CH:30][CH:29]=1.C(O)(=O)CC(CC(O)=O)(C(O)=O)O>[Cu]Cl.C(OCC)(=O)C.CN1CCCC1=O>[CH2:27]([O:34][C:35]1[CH:62]=[CH:61][C:60]([O:7][C:1]2[CH:6]=[CH:5][CH:4]=[CH:3][CH:2]=2)=[CH:59][C:36]=1[C:37]([NH:39][C:40]1[CH:52]=[C:51]([C:53]2[CH:58]=[CH:57][CH:56]=[CH:55][CH:54]=2)[CH:50]=[CH:49][C:41]=1[C:42]([O:44][C:45]([CH3:48])([CH3:47])[CH3:46])=[O:43])=[O:38])[C:28]1[CH:33]=[CH:32][CH:31]=[CH:30][CH:29]=1 |f:1.2.3|. Procedure: Phenol (0.029 mL), cesium carbonate (0.11 g), 2,2,6,6-tetramethylheptane-3,5-dione (3.4 μL), and copper(I) chloride (8.2 mg) were added to a 1-methyl-2-pyrrolidone (0.60 mL) solution of tert-butyl 2-(2-(benzyloxy)-5-iodobenzamido)-4-phenylbenzoate (0.10 g), followed by stirring under a nitrogen atmosphere at 100° C. for 2 hours. The reaction mixture was cooled to room temperature, and then 2,2,6,6-tetramethylheptane-3,5-dione (3.4 μL) and copper(I) chloride (8.2 mg) were added thereto, followed ...